Dataset: the Open Reaction Database (ORD), a public repository of structured organic reaction records. Task: describe an organic reaction: reactants, conditions, products, and yield Starting materials: CCOC(=O)c1ccc(-c2ccc(OCC(C)NC(=O)OC(C)(C)C)cc2)cc1, CCO, Cl. Yields the product CCOC(=O)c1ccc(-c2ccc(OCC(C)N)cc2)cc1. As a reaction SMILES: [C:1]([O:2][C:3](=[O:4])[NH:8][CH:9]([CH2:10][O:11][c:12]1[cH:13][cH:14][c:15](-[c:18]2[cH:19][cH:20][c:21]([C:24](=[O:25])[O:26][CH2:27][CH3:28])[cH:22][cH:23]2)[cH:16][cH:17]1)[CH3:29])([CH3:5])([CH3:6])[CH3:7].[CH3:31][CH2:32][OH:33].[ClH:30]>>[NH2:8][CH:9]([CH2:10][O:11][c:12]1[cH:13][cH:14][c:15](-[c:18]2[cH:19][cH:20][c:21]([C:24](=[O:25])[O:26][CH2:27][CH3:28])[cH:22][cH:23]2)[cH:16][cH:17]1)[CH3:29]. Reactants: C1CCC2=NCCCN2CC1, CC#N, Nc1c(F)c(F)c(F)c2c1c(=O)c(C(=O)O)cn2C1CC1, CC1(N)CCNC1. As a reaction SMILES: [CH2:29]1[CH2:30][CH2:31][C:32]2=[N:37][CH2:36][CH2:35][CH2:34][N:33]2[CH2:38][CH2:39]1.[CH3:40][C:41]#[N:42].[NH2:1][c:2]1[c:3]2[c:4](=[O:21])[c:5]([C:18](=[O:19])[OH:20])[cH:6][n:7]([CH:15]3[CH2:16][CH2:17]3)[c:8]2[c:9]([F:14])[c:10]([F:13])[c:11]1[F:12].[NH2:22][C:23]1([CH3:28])[CH2:24][NH:25][CH2:26][CH2:27]1>>[NH2:1][c:2]1[c:3]2[c:4](=[O:21])[c:5]([C:18](=[O:19])[OH:20])[cH:6][n:7]([CH:15]3[CH2:16][CH2:17]3)[c:8]2[c:9]([F:14])[c:10]([N:25]2[CH2:24][C:23]([NH2:22])([CH3:28])[CH2:27][CH2:26]2)[c:11]1[F:12]. Product: CC1(N)CCN(c2c(F)c(N)c3c(=O)c(C(=O)O)cn(C4CC4)c3c2F)C1. Starting materials: CC1(C)C2CCC1(CS(=O)(=O)O)C(=O)C2, CCOCC, CCO, Cc1ccccc1, CCCCCC, CN1CCN(C2CCN(C(=O)Nc3cc(Oc4ccc(N)cc4F)ncn3)CC2)CC1, O=C(Cc1ccccc1)N=C=S. The product is CN1CCN(C2CCN(C(=O)Nc3cc(Oc4ccc(NC(=S)NC(=O)Cc5ccccc5)cc4F)ncn3)CC2)CC1. As a reaction SMILES: [C:32]12([CH2:33][S:34]([OH:35])(=[O:36])=[O:37])[C:38]([CH3:39])([CH3:40])[CH:41]([CH2:42][CH2:43]1)[CH2:44][C:45]2=[O:46].[CH3:59][CH2:60][O:61][CH2:62][CH3:63].[CH3:64][CH2:65][OH:66].[CH3:67][c:68]1[cH:69][cH:70][cH:71][cH:72][cH:73]1.[CH3:74][CH2:75][CH2:76][CH2:77][CH2:78][CH3:79].[NH2:1][c:2]1[cH:3][c:4]([F:31])[c:5]([O:6][c:7]2[cH:8][c:9]([NH:13][C:14](=[O:15])[N:16]3[CH2:17][CH2:18][CH:19]([N:22]4[CH2:23][CH2:24][N:25]([CH3:28])[CH2:26][CH2:27]4)[CH2:20][CH2:21]3)[n:10][cH:11][n:12]2)[cH:29][cH:30]1.[c:47]1([CH2:53][C:54](=[O:55])[N:56]=[C:57]=[S:58])[cH:48][cH:49][cH:50][cH:51][cH:52]1>>[NH:1]([c:2]1[cH:3][c:4]([F:31])[c:5]([O:6][c:7]2[cH:8][c:9]([NH:13][C:14](=[O:15])[N:16]3[CH2:17][CH2:18][CH:19]([N:22]4[CH2:23][CH2:24][N:25]([CH3:28])[CH2:26][CH2:27]4)[CH2:20][CH2:21]3)[n:10][cH:11][n:12]2)[cH:29][cH:30]1)[C:57]([NH:56][C:54]([CH2:53][c:47]1[cH:48][cH:49][cH:50][cH:51][cH:52]1)=[O:55])=[S:58].